This data is from the Open Reaction Database (ORD), a public repository of structured organic reaction records. The task is: describe an organic reaction: reactants, conditions, products, and yield The reactants are CO (methanol), BrC1=C(C=C(C=C1)F)C(C)=O (1-(2-Bromo-5-fluoro-phenyl)-ethanone), ClC1=CC=C(C=C1)B(O)O (p-chlorophenylboronic acid), tetrakis (triphenylphosphine)palladium(0), C([O-])(O)=O.[Na+] (sodium bicarbonate). The solvent is C1(=CC=CC=C1)C (toluene). Conditions: temperature 80 celsius. Product: hexanes ethyl acetate, ClC1=CC=C(C2=CC=C(C=C2C(C)=O)F)C=C1 (1-(4′-chloro-4-fluoro-biphen-2-yl)-ethanone). Isolated yield 82.5%. RXN SMILES: Br[C:2]1[CH:7]=[CH:6][C:5]([F:8])=[CH:4][C:3]=1[C:9](=[O:11])[CH3:10].[Cl:12][C:13]1[CH:18]=[CH:17][C:16](B(O)O)=[CH:15][CH:14]=1.CO.C(=O)(O)[O-].[Na+]>C1(C)C=CC=CC=1>[Cl:12][C:13]1[CH:18]=[CH:17][C:16]([C:2]2[C:3]([C:9](=[O:11])[CH3:10])=[CH:4][C:5]([F:8])=[CH:6][CH:7]=2)=[CH:15][CH:14]=1 |f:3.4|. Procedure details: 1-(2-Bromo-5-fluoro-phenyl)-ethanone (868 mg, 4 mmol), p-chlorophenylboronic acid (768 mg, 1.2 eq.), and tetrakis (triphenylphosphine)palladium(0) (473 mg, 0.1 eq.), were dissolved in 25 mL toluene, 6 mL methanol and 2.5 mL sat. sodium bicarbonate solution. After degassing/sonicating the solution, the sealed reaction vessel was heated to 80° C. overnight. The cooled solution was separated between ethyl acetate and water; the aqueous phase extracted two more times with ethyl acetate, and the orga... As a reaction SMILES: [NH2:1][CH2:2][CH2:3][CH2:4][CH2:5][N:6]1[C:18]2[C:17]3[CH:16]=[CH:15][CH:14]=[CH:13][C:12]=3[N:11]=[C:10]([NH2:19])[C:9]=2[N:8]=[C:7]1[C:20]1[CH:25]=[CH:24][CH:23]=[CH:22][CH:21]=1.Cl.[C:27](Cl)(=[O:34])[C:28]1[CH:33]=[CH:32][CH:31]=[N:30][CH:29]=1>>[NH2:19][C:10]1[C:9]2[N:8]=[C:7]([C:20]3[CH:25]=[CH:24][CH:23]=[CH:22][CH:21]=3)[N:6]([CH2:5][CH2:4][CH2:3][CH2:2][NH:1][C:27](=[O:34])[C:28]3[CH:33]=[CH:32][CH:31]=[N:30][CH:29]=3)[C:18]=2[C:17]2[CH:16]=[CH:15][CH:14]=[CH:13][C:12]=2[N:11]=1 |f:1.2|. Reported procedure: According to the general method of Example 61, 1-(4-aminobutyl)-2-phenyl-1H-imidazo[4,5-c]quinolin-4-amine and nicotinoyl chloride hydrochloride were combined to provide N3-[4-(4-amino-2-phenyl-1H-imidazo[4,5-c]quinolin-1-yl)butyl]nicotinamide as a white crystalline solid, m.p. 84.5-86.1° C. 1H NMR (300 MHz, DMSO-d6) δ 8.91 (s, 1H), 8.69 (m, 1H), 8.56 (m, 1H), 8.07 (m, 2H), 7.75-7.41 (m, 8H), 7.21 (m, 1H), 6.72 (broad s, 2H), 4.60 (m, 2H), 3.15 (t, J=6.0 Hz, 2H), 1.86 (m, 2H), 1.40 (m, 2H); MS (... Yields the product NC1=NC=2C=CC=CC2C2=C1N=C(N2CCCCNC(C2=CN=CC=C2)=O)C2=CC=CC=C2 (N3-[4-(4-amino-2-phenyl-1H-imidazo[4,5-c]quinolin-1-yl)butyl]nicotinamide). The reactants are NCCCCN1C(=NC=2C(=NC=3C=CC=CC3C21)N)C2=CC=CC=C2 (1-(4-aminobutyl)-2-phenyl-1H-imidazo[4,5-c]quinolin-4-amine), Cl.C(C1=CN=CC=C1)(=O)Cl (nicotinoyl chloride hydrochloride). The reactants are CCN(CC)S(F)(F)F, ClCCl, OCCCc1ccccc1. Product: FCCCc1ccccc1. RXN SMILES: [CH2:11]([N:12]([S:13]([F:14])([F:15])[F:17])[CH2:16][CH3:18])[CH3:19].[Cl:20][CH2:21][Cl:22].[c:1]1([CH2:7][CH2:8][CH2:9][OH:10])[cH:2][cH:3][cH:4][cH:5][cH:6]1>>[c:1]1([CH2:7][CH2:8][CH2:9][F:17])[cH:2][cH:3][cH:4][cH:5][cH:6]1. The reactants are C(C)(C)OC(N[C@H]1CC2=C(N(C=3C=CC(=CC23)C#N)C[C@H]2NCC[C@@H]2O)C1)=O ([(S)-7-cyano-4-((2R,3S)-3-hydroxy-pyrrolidin-2-ylmethyl)-1,2,3,4-tetrahydro-cyclopenta[b]indol-2-yl]-carbamic acid isopropyl ester), C(C)=O (acetaldehyde), C(C)(=O)O[BH-](OC(C)=O)OC(C)=O.[Na+] (sodium triacetoxyborohydride), C([O-])(O)=O.[Na+] (sodium bicarbonate). Run in C(C)#N (acetonitrile), ClCCl (dichloromethane). Reaction conditions: time 8 hour. Product: C(C)(C)OC(N[C@H]1CC2=C(N(C=3C=CC(=CC23)C#N)C[C@H]2N(CC[C@@H]2O)CC)C1)=O ([(S)-7-Cyano-4-((2R,3S)-3-hydroxy-1-ethyl-pyrrolidin-2-ylmethyl)-1,2,3,4-tetrahydro-cyclopenta[b]indol-2-yl]-carbamic acid isopropyl ester). The yield is 31.1%. Reaction SMILES: [CH:1]([O:4][C:5](=[O:28])[NH:6][C@@H:7]1[CH2:27][C:10]2[N:11]([CH2:20][C@@H:21]3[C@@H:25]([OH:26])[CH2:24][CH2:23][NH:22]3)[C:12]3[CH:13]=[CH:14][C:15]([C:18]#[N:19])=[CH:16][C:17]=3[C:9]=2[CH2:8]1)([CH3:3])[CH3:2].[CH:29](=O)[CH3:30].C(O[BH-](OC(=O)C)OC(=O)C)(=O)C.[Na+].C(=O)(O)[O-].[Na+]>C(#N)C.ClCCl>[CH:1]([O:4][C:5](=[O:28])[NH:6][C@@H:7]1[CH2:27][C:10]2[N:11]([CH2:20][C@@H:21]3[C@@H:25]([OH:26])[CH2:24][CH2:23][N:22]3[CH2:29][CH3:30])[C:12]3[CH:13]=[CH:14][C:15]([C:18]#[N:19])=[CH:16][C:17]=3[C:9]=2[CH2:8]1)([CH3:3])[CH3:2] |f:2.3,4.5|. Procedure details: A solution of [(S)-7-cyano-4-((2R,3S)-3-hydroxy-pyrrolidin-2-ylmethyl)-1,2,3,4-tetrahydro-cyclopenta[b]indol-2-yl]-carbamic acid isopropyl ester (300 mg, 784.4 μmol) in acetonitrile (20 mL) is treated with acetaldehyde (1.0 mL, 17.80 mmol) and sodium triacetoxyborohydride (520 mg, 2.35 mmol) and stirred at room temperature overnight. The suspension is treated with saturated sodium bicarbonate solution (40 mL) and stirred for 30 min. The resulting suspension is diluted with dichloromethane (100 m... The reactants are ClC1=C(C(=CC(=C1)CO)C(F)(F)F)O (2-chloro-4-hydroxymethyl-6-trifluoromethyl-phenol). The reagents and catalysts are [O-2].[O-2].[Mn+4] (manganese dioxide). Run in ClCCl (dichloromethane). Run at time 2 hour. The product is ClC=1C=C(C=O)C=C(C1O)C(F)(F)F (3-chloro-4-hydroxy-5-trifluoromethyl-benzaldehyde). As a reaction SMILES: [Cl:1][C:2]1[CH:7]=[C:6]([CH2:8][OH:9])[CH:5]=[C:4]([C:10]([F:13])([F:12])[F:11])[C:3]=1[OH:14]>[O-2].[O-2].[Mn+4].ClCCl>[Cl:1][C:2]1[CH:7]=[C:6]([CH:5]=[C:4]([C:10]([F:11])([F:12])[F:13])[C:3]=1[OH:14])[CH:8]=[O:9] |f:1.2.3|. Procedure: 30.0 g (345 mmol) manganese dioxide was added batchwise, with stirring, to a mixture of 5.90 g (26 mmol) 2-chloro-4-hydroxymethyl-6-trifluoromethyl-phenol and 100 ml dichloromethane and stirred for 2 hours at ambient temperature. The reaction mixture was suction filtered to remove the solid, the solution was evaporated down under reduced pressure and further reacted as the crude product. Reactants: C(CCCCCCCCC)(=O)OCC (ethyl n-decanoate), C1(=CC=CC=C1)SCC(=O)O ((phenylthio)acetic acid), S(O)(O)(=O)=O (sulphuric acid). Run in C1(CCCCC1)O (cyclohexanol). The product is C1(=CC=CC=C1)SCC(=O)OC1CCCCC1 (cyclohexyl (phenylthio)acetate). Reaction SMILES: C(OCC)(=O)CCC[CH2:5][CH2:6][CH2:7][CH2:8][CH2:9][CH3:10].[C:15]1([S:21][CH2:22][C:23]([OH:25])=[O:24])[CH:20]=[CH:19][CH:18]=[CH:17][CH:16]=1.S(=O)(=O)(O)O>C1(O)CCCCC1>[C:15]1([S:21][CH2:22][C:23]([O:25][CH:5]2[CH2:6][CH2:7][CH2:8][CH2:9][CH2:10]2)=[O:24])[CH:20]=[CH:19][CH:18]=[CH:17][CH:16]=1. Reported procedure: The procedure is as in Example 20 for the preparation of ethyl n-decanoate, starting with (phenylthio)acetic acid (20 g) and 36N aqueous sulphuric acid solution (0.32 cc) in cyclohexanol (100 cc). After purification by chromatography on a silica column with a mixture of cyclohexane and ethyl acetate (70:30 by volume) as eluent, cyclohexyl (phenylthio)acetate (29 g) is obtained, and is used in the crude state in the subsequent phases. The reactants are ON1C(C2=CC=CC=C2C1=O)=O (2-hydroxyisoindoline-1,3-dione), ClCC(=O)N (2-chloroacetamide), C(=O)([O-])[O-].[K+].[K+] (K2CO3). Solvent: CN(C)C=O (DMF). The product is O=C1N(C(C2=CC=CC=C12)=O)OCC(=O)N (2-(1,3-Dioxoisoindolin-2-yloxy)acetamide). Reaction SMILES: [OH:1][N:2]1[C:10](=[O:11])[C:9]2[C:4](=[CH:5][CH:6]=[CH:7][CH:8]=2)[C:3]1=[O:12].Cl[CH2:14][C:15]([NH2:17])=[O:16].C([O-])([O-])=O.[K+].[K+]>CN(C=O)C>[O:12]=[C:3]1[C:4]2[C:9](=[CH:8][CH:7]=[CH:6][CH:5]=2)[C:10](=[O:11])[N:2]1[O:1][CH2:14][C:15]([NH2:17])=[O:16] |f:2.3.4|. Procedure: A solution of 2-hydroxyisoindoline-1,3-dione (2.4 g, 14.71 mmol), 2-chloroacetamide (1.65 g, 17.65 mmol) and K2CO3 (2.44 g, 17.65 mmol) in 40 mL of DMF was stirred at 90° C. overnight. The solid was removed by filtration and the solution was concentrated under reduced pressure. The residue was purified by flash chromatography on silica gel eluting with EtOAc/methanol gradient to afford the title compound. 1H-NMR (400 MHz, DMSO-d6) δ ppm 7.89 (dd, 1H), 7.68-7.64 (m, 2H), 7.45-7.43 (m, 2H), 7.35 (... Reactants: [Si](C1=CC=CC=C1)(C1=CC=CC=C1)(C(C)(C)C)OCC=1C(=C(C(=C(C1)C(O)C1=NC=CC=C1)F)Cl)N1C[C@H](O[C@H](C1)C)C ({5-({[tert-butyl(diphenyl)silyl]oxy}methyl)-3-chloro-4-[(2R,6S)-2,6-dimethylmorpholin-4-yl]-2-fluorophenyl}(pyridin-2-yl)methanol), [Si](C1=CC=CC=C1)(C1=CC=CC=C1)(C(C)(C)C)OCC=1C(=C(C(=C(C1)C(O)C1=NC=CC=C1)F)Cl)N1C[C@H](O[C@H](C1)C)C ({5-({[tert-butyl(diphenyl)silyl]oxy}methyl)-3-chloro-4-[(2R,6S)-2,6-dimethylmorpholin-4-yl]-2-fluorophenyl}(pyridin-2-yl)methanol), C[N+]1(CCOCC1)[O-] (NMO). Reagents/catalysts: CCC[N+](CCC)(CCC)CCC.[O-][Ru](=O)(=O)=O (TPAP). Run in C(Cl)Cl (DCM). Reaction conditions: time 1 hour. Product: [Si](C1=CC=CC=C1)(C1=CC=CC=C1)(C(C)(C)C)OCC=1C(=C(C(=C(C1)C(=O)C1=NC=CC=C1)F)Cl)N1C[C@H](O[C@H](C1)C)C ({5-({[tert-butyl(diphenyl)silyl]oxy}methyl)-3-chloro-4-[(2R,6S)-2,6-dimethylmorpholin-4-yl]-2-fluorophenyl}(pyridin-2-yl)methanone). RXN SMILES: [Si:1]([O:18][CH2:19][C:20]1[C:21]([N:36]2[CH2:41][C@H:40]([CH3:42])[O:39][C@H:38]([CH3:43])[CH2:37]2)=[C:22]([Cl:35])[C:23]([F:34])=[C:24]([CH:26]([C:28]2[CH:33]=[CH:32][CH:31]=[CH:30][N:29]=2)[OH:27])[CH:25]=1)([C:14]([CH3:17])([CH3:16])[CH3:15])([C:8]1[CH:13]=[CH:12][CH:11]=[CH:10][CH:9]=1)[C:2]1[CH:7]=[CH:6][CH:5]=[CH:4][CH:3]=1.C[N+]1([O-])CCOCC1>C(Cl)Cl.CCC[N+](CCC)(CCC)CCC.[O-][Ru](=O)(=O)=O>[Si:1]([O:18][CH2:19][C:20]1[C:21]([N:36]2[CH2:37][C@H:38]([CH3:43])[O:39][C@H:40]([CH3:42])[CH2:41]2)=[C:22]([Cl:35])[C:23]([F:34])=[C:24]([C:26]([C:28]2[CH:33]=[CH:32][CH:31]=[CH:30][N:29]=2)=[O:27])[CH:25]=1)([C:14]([CH3:15])([CH3:16])[CH3:17])([C:2]1[CH:7]=[CH:6][CH:5]=[CH:4][CH:3]=1)[C:8]1[CH:9]=[CH:10][CH:11]=[CH:12][CH:13]=1 |f:3.4|. Procedure details: To the solution of {5-({[tert-butyl(diphenyl)silyl]oxy}methyl)-3-chloro-4-[(2R,6S)-2,6-dimethylmorpholin-4-yl]-2-fluorophenyl}(pyridin-2-yl)methanol (Intermediate 62, 100 mg, 0.165 mmol) in anhydrous DCM (5 mL) was added NMO (37 mg, 0.323 mmol) and TPAP (0.1 eq) at 0° C. and the mixture was allowed to stir for 1 hour at room temperature. The reaction mixture was filtered and the solvents were removed under vacuum and the residue was purified over silica gel chromatography column using ethyl acet... Starting materials: [Cl-].[Al+3].[Cl-].[Cl-] (Aluminum chloride), C(C)C1N(CC(C2=C(C1)SC=C2)=O)C(=O)OCC (ethyl 7-ethyl-4-oxo-7,8-dihydro-4H-thieno[2,3-d]azepine-6(5H)-carboxylate), BrNC(CCC(=O)N)=O (N-Bromosuccinamide). Run in C(Cl)Cl (DCM), C(Cl)Cl (DCM). Run at time 18 hour. Product: BrC1=CC2=C(CC(N(CC2)C(=O)OCC)CC)S1 (ethyl 2-bromo-7-ethyl-7,8-dihydro-4H-thieno[2,3-d]azepine-6(5H)-carboxylate). Isolated yield 37.1%. RXN SMILES: [Cl-].[Al+3].[Cl-].[Cl-].[CH2:5]([CH:7]1[CH2:13][C:12]2[S:14][CH:15]=[CH:16][C:11]=2[C:10](=O)[CH2:9][N:8]1[C:18]([O:20][CH2:21][CH3:22])=[O:19])[CH3:6].[Br:23]NC(=O)CCC(N)=O>C(Cl)Cl>[Br:23][C:15]1[S:14][C:12]2[CH2:13][CH:7]([CH2:5][CH3:6])[N:8]([C:18]([O:20][CH2:21][CH3:22])=[O:19])[CH2:9][CH2:10][C:11]=2[CH:16]=1 |f:0.1.2.3|. Procedure: Aluminum chloride (972.2 mg, 7.291 mmol) was added to DCM (60 mL) at 0° C., followed by addition of borane-tert-butylamine complex (1.268 g, 14.58 mmol). To the mixture was added a solution of Compound 1037 (650 mg, 2.431 mmol) in DCM (5 mL). The reaction was allowed to warm up to RT and stirred for 18 hours, followed by quenching the reaction with 2N HCl solution until gas evolution ceased. The mixture was extracted with DCM, dried over Na2SO4, and the volatiles removed under reduced pressure. ... The product is C=CC(O)C(O)C(CC1CCCCC1)NC(=O)OC(C)(C)C. As a reaction SMILES: [C:1]([CH3:3])([CH3:4])([O:5][OH:2])[CH3:6].[C:7]([CH3:8])([CH3:9])([CH3:10])[O:11][C:12](=[O:13])[NH:14][CH:15]([CH2:16][CH:17]1[CH2:18][CH2:19][CH2:20][CH2:21][CH2:22]1)[CH:23]([CH2:24][CH:25]=[CH2:26])[OH:27]>>[OH:5][CH:24]([CH:23]([CH:15]([NH:14][C:12]([O:11][C:7]([CH3:8])([CH3:9])[CH3:10])=[O:13])[CH2:16][CH:17]1[CH2:18][CH2:19][CH2:20][CH2:21][CH2:22]1)[OH:27])[CH:25]=[CH2:26]. Reactants: CC(C)(C)OO, C=CCC(O)C(CC1CCCCC1)NC(=O)OC(C)(C)C.